describe an organic reaction: reactants, conditions, products, and yield From a dataset of the Open Reaction Database (ORD), a public repository of structured organic reaction records. The reactants are CC1=CC(=NC(=N1)C(F)(F)F)C(=O)OCC (ethyl 6-methyl-2-(trifluoromethyl)pyrimidine-4-carboxylate), BrN1C(CCC1=O)=O (N-bromosuccinimide), C(C1=CC=CC=C1)(=O)OOC(C1=CC=CC=C1)=O (benzoyl peroxide). Solvent: C(Cl)(Cl)(Cl)Cl (carbon tetrachloride), ClCCl (dichloromethane). Reaction conditions: temperature 100 celsius. Product: BrCC1=CC(=NC(=N1)C(F)(F)F)C(=O)OCC (ethyl 6-(bromomethyl)-2-(trifluoromethyl)pyrimidine-4-carboxylate). RXN SMILES: [CH3:1][C:2]1[N:7]=[C:6]([C:8]([F:11])([F:10])[F:9])[N:5]=[C:4]([C:12]([O:14][CH2:15][CH3:16])=[O:13])[CH:3]=1.[Br:17]N1C(=O)CCC1=O.C(OOC(=O)C1C=CC=CC=1)(=O)C1C=CC=CC=1>C(Cl)(Cl)(Cl)Cl.ClCCl>[Br:17][CH2:1][C:2]1[N:7]=[C:6]([C:8]([F:11])([F:10])[F:9])[N:5]=[C:4]([C:12]([O:14][CH2:15][CH3:16])=[O:13])[CH:3]=1. Procedure: A mixture of ethyl 6-methyl-2-(trifluoromethyl)pyrimidine-4-carboxylate (1.1 g, 4.5 mmol, prepared as described in WO 2007/090748), N-bromosuccinimide (2.86 g, 16.1 mmol) and benzoyl peroxide (0.21 g, 0.9 mmol) in carbon tetrachloride (9 mL) was heated in a sealed vessel to 100° C. overnight. The mixture was diluted with dichloromethane (DCM), filtered and the solvent was removed in vacuo. Purification via preparative HPLC-MS (C18 eluting with a gradient of MeCN/H2O containing 0.15% NH4OH) affor... The reactants are OCCc1ccc(Br)cc1, C1CCOC1, COc1cc(OC)cc(B(O)O)c1, NN, O, O. Product: COc1cc(OC)cc(-c2ccc(CCO)cc2)c1. RXN SMILES: [Br:1][c:2]1[cH:3][cH:4][c:5]([CH2:8][CH2:9][OH:10])[cH:6][cH:7]1.[CH2:27]1[O:28][CH2:29][CH2:30][CH2:31]1.[CH3:14][O:15][c:16]1[cH:17][c:18]([B:24]([OH:25])[OH:26])[cH:19][c:20]([O:22][CH3:23])[cH:21]1.[NH2:12][NH2:13].[OH2:11].[OH2:32]>>[c:2]1(-[c:18]2[cH:17][c:16]([O:15][CH3:14])[cH:21][c:20]([O:22][CH3:23])[cH:19]2)[cH:3][cH:4][c:5]([CH2:8][CH2:9][OH:10])[cH:6][cH:7]1. Reactants: [N-]=[N+]=[N-].[Na+] (Sodium azide), ClC(CN1C2=C(C=3C=C(C=CC13)C)CN(CC2)C)(C)C=2C=NC=CC2 (5-(2-Chloro-2-(pyridin-3-yl)propyl)-2,8-dimethyl-2,3,4,5-tetrahydro-1H-pyrido[4,3-b]indole), C(=O)(O)[O-].[Na+] (NaHCO3). Solvent: O (water), CN(C)C=O (DMF). Reaction conditions: temperature 80 celsius, time 1 hour. The product is N(=[N+]=[N-])C(CN1C2=C(C=3C=C(C=CC13)C)CN(CC2)C)(C)C=2C=NC=CC2 (5-(2-azido-2-(pyridin-3-yl)propyl)-2,8-dimethyl-2,3,4,5-tetrahydro-1H-pyrido[4,3-b]indole). Isolated yield 0.1%. As a reaction SMILES: Cl[C:2]([C:20]1[CH:21]=[N:22][CH:23]=[CH:24][CH:25]=1)([CH3:19])[CH2:3][N:4]1[C:12]2[CH:11]=[CH:10][C:9]([CH3:13])=[CH:8][C:7]=2[C:6]2[CH2:14][N:15]([CH3:18])[CH2:16][CH2:17][C:5]1=2.[N-:26]=[N+:27]=[N-:28].[Na+].C([O-])(O)=O.[Na+]>CN(C=O)C.O>[N:26]([C:2]([C:20]1[CH:21]=[N:22][CH:23]=[CH:24][CH:25]=1)([CH3:19])[CH2:3][N:4]1[C:12]2[CH:11]=[CH:10][C:9]([CH3:13])=[CH:8][C:7]=2[C:6]2[CH2:14][N:15]([CH3:18])[CH2:16][CH2:17][C:5]1=2)=[N+:27]=[N-:28] |f:1.2,3.4|. Reported procedure: 5-(2-Chloro-2-(pyridin-3-yl)propyl)-2,8-dimethyl-2,3,4,5-tetrahydro-1H-pyrido[4,3-b]indole (crude) (700 mg) was dissolved in DMF (4 mL). Sodium azide (975 mg, 15 mmol) was added and reaction mixture was stirred at 80° C. for 1 h. The reaction mixture was diluted with water, basified with aqueous NaHCO3 solution and was extracted with EtOAc (200 mL). The organic layer was washed with water (6×50 mL), dried over anhydrous sodium sulfate and evaporated in vacuo to obtain the crude product that was ... The reactants are COC=1C=C(C=CC1)C=1N=C2N(C3=CC=CC=C3C=C2)C1 (2-(3-Methoxyphenyl)imidazo[1,2-a]quinoline), C(C)O (ethanol). The reagents and catalysts are [Pd] (palladium on charcoal). The solvent is C(C)(=O)O (acetic acid). Conditions: time 5 hour. Yields the product COC=1C=C(C=CC1)C=1N=C2N(C3=CC=CC=C3CC2)C1 (2-(3-Methoxyphenyl)-4,5-dihydro-imidazo[1,2-a]quinoline). Reaction SMILES: [CH3:1][O:2][C:3]1[CH:4]=[C:5]([C:9]2[N:10]=[C:11]3[CH:20]=[CH:19][C:18]4[C:13](=[CH:14][CH:15]=[CH:16][CH:17]=4)[N:12]3[CH:21]=2)[CH:6]=[CH:7][CH:8]=1.C(O)C>[Pd].C(O)(=O)C>[CH3:1][O:2][C:3]1[CH:4]=[C:5]([C:9]2[N:10]=[C:11]3[CH2:20][CH2:19][C:18]4[C:13](=[CH:14][CH:15]=[CH:16][CH:17]=4)[N:12]3[CH:21]=2)[CH:6]=[CH:7][CH:8]=1. Procedure details: 2-(3-Methoxyphenyl)imidazo[1,2-a]quinoline (2.74 g) together with 0.5 g. of 10% palladium on charcoal, 35 ml. of ethanol and 25 ml. of acetic acid is hydrogenated at 90° C. and 10 atmospheres for five hours. After filtration of the catalyst, the solution is evaporated to dryness and the residue is washed with water and aqueous solution carbonate. The resulting solid is extracted with ethyl ether and the organic solution, after drying, is evaporated to yield a product which, after crystallization... The reactants are CC(C(=O)OCC)(C)OC1=CC=C(C=C1)C1=CC=C(C=C1)CNC(C1=C(C=CC(=C1)Cl)OC)=O (ethyl 2-methyl-2-{4-[(2-methoxy-5-chloro-benzamido)-methyl]-biphenyl-4'-oxy}-propionate), [H-].[Al+3].[Li+].[H-].[H-].[H-] (lithium aluminum hydride), alcohol. Solvent: CCOCC (ether). Product: CC(CO)(C)OC1=CC=C(C=C1)C1=CC=C(C=C1)CNC(C1=C(C=CC(=C1)Cl)OC)=O (2-Methyl-2-{4-[(2-methoxy-5-chloro-benzamido)-methyl]-biphenyl-4'-oxy}-propanol). RXN SMILES: [CH3:1][C:2]([O:9][C:10]1[CH:15]=[CH:14][C:13]([C:16]2[CH:21]=[CH:20][C:19]([CH2:22][NH:23][C:24](=[O:34])[C:25]3[CH:30]=[C:29]([Cl:31])[CH:28]=[CH:27][C:26]=3[O:32][CH3:33])=[CH:18][CH:17]=2)=[CH:12][CH:11]=1)([CH3:8])[C:3](OCC)=[O:4].[H-].[Al+3].[Li+].[H-].[H-].[H-]>CCOCC>[CH3:8][C:2]([O:9][C:10]1[CH:15]=[CH:14][C:13]([C:16]2[CH:21]=[CH:20][C:19]([CH2:22][NH:23][C:24](=[O:34])[C:25]3[CH:30]=[C:29]([Cl:31])[CH:28]=[CH:27][C:26]=3[O:32][CH3:33])=[CH:18][CH:17]=2)=[CH:12][CH:11]=1)([CH3:1])[CH2:3][OH:4] |f:1.2.3.4.5.6|. Reported procedure: 1.8 gm (3.74 millimols) of ethyl 2-methyl-2-{4-[(2-methoxy-5-chloro-benzamido)-methyl]-biphenyl-4'-oxy}-propionate were reduced to the alcohol by heating in 50 ml of ether with 0.1 gm (3.8 millimols) of lithium aluminum hydride at the boiling point of the solvent for 15 minutes. After decomposition with water, drying of the ether phase over sodium sulfate, and distilling off the ether, the alcohol was purified on a silicagel column with benzene/ethyl acetate (6:4) as the eluant. Yield: 0.5 gm (3... The solvent is N1=CC=CC=C1 (pyridine). RXN SMILES: [N:1]1[C:14]2[C:5](=[CH:6][CH:7]=[C:8]3[C:13]=2[N:12]=[CH:11][CH:10]=[CH:9]3)[C:4](C(Cl)=[O:16])=[CH:3][CH:2]=1.C(N(C)[C:31]([C:33]1[C:46]2[C:37](=[C:38]3[C:43](=[CH:44][CH:45]=2)[CH:42]=[CH:41][CH:40]=[N:39]3)[N:36]=[CH:35][CH:34]=1)=[O:32])CCCCCCCCCCC.[CH3:48][CH2:49][CH2:50][CH2:51][CH:52]([OH:57])[CH2:53][CH2:54][CH2:55][CH3:56]>N1C=CC=CC=1>[N:12]1[C:13]2[C:8](=[CH:7][CH:6]=[C:5]3[C:14]=2[N:1]=[CH:2][CH:3]=[CH:4]3)[CH:9]=[CH:10][C:11]=1[C:31]([O:57][CH:52]([CH2:53][CH2:54][CH2:55][CH3:56])[CH2:51][CH2:50][CH2:49][CH3:48])=[O:32].[CH2:48]([C:45]1[CH:44]=[C:43]2[C:38]([N:39]=[CH:40][CH:41]=[CH:42]2)=[C:37]2[C:46]=1[C:33]([C:31]([O-:32])=[O:16])=[CH:34][CH:35]=[N:36]2)[CH2:49][CH2:50][CH2:51][CH2:52][CH2:53][CH2:54][CH2:55][CH3:56]. Procedure: 5-nonyl 1,10-phenanthroline carboxylate was synthesized as follows: 1 equivalent of 1,10-phenanthroline-4-carbonyl chloride (prepared as described above in the discussion of N-dodecyl-N-methy-1,10-phenanthroline-4-carboxamide) was reacted with 1 equivalent of 5-nonanol in the presence of pyridine to give the desired product, 5-nonyl-1,10-phenanthroline-4-carboxylate. The reactants are CCCCC(CCCC)O (5-nonanol), C(CCCCCCCCCCC)N(C(=O)C1=CC=NC2=C3N=CC=CC3=CC=C12)C (N-dodecyl-N-methy-1,10-phenanthroline-4-carboxamide), N1=CC=C(C2=CC=C3C=CC=NC3=C12)C(=O)Cl (1,10-phenanthroline-4-carbonyl chloride). Product: N1=C(C=CC2=CC=C3C=CC=NC3=C12)C(=O)OC(CCCC)CCCC (5-nonyl 1,10-phenanthroline carboxylate), desired product, C(CCCCCCCC)C1=C2C(=CC=NC2=C2N=CC=CC2=C1)C(=O)[O-] (5-nonyl-1,10-phenanthroline-4-carboxylate). The reactants are COC=1C=C(C=C(C1OC)OC)C=1N=C2C(=NC1)NC=C2C(=O)O (2-(3,4,5-trimethoxy-phenyl)-5H-pyrrolo[2,3-b]pyrazine-7-carboxylic acid), NCC(C)O (1-amino-propan-2-ol). The solvent is CN(C)C=O (DMF). The product is OC(CNC(=O)C1=CNC2=NC=C(N=C21)C2=CC(=C(C(=C2)OC)OC)OC)C (2-(3,4,5-Trimethoxy-phenyl)-5H-pyrrolo[2,3-b]pyrazine-7-carboxylic acid (2-hydroxy-propyl)-amide). RXN SMILES: [CH3:1][O:2][C:3]1[CH:4]=[C:5]([C:13]2[N:14]=[C:15]3[C:21]([C:22](O)=[O:23])=[CH:20][NH:19][C:16]3=[N:17][CH:18]=2)[CH:6]=[C:7]([O:11][CH3:12])[C:8]=1[O:9][CH3:10].[NH2:25][CH2:26][CH:27]([OH:29])[CH3:28]>CN(C=O)C>[OH:29][CH:27]([CH3:28])[CH2:26][NH:25][C:22]([C:21]1[C:15]2[C:16](=[N:17][CH:18]=[C:13]([C:5]3[CH:6]=[C:7]([O:11][CH3:12])[C:8]([O:9][CH3:10])=[C:3]([O:2][CH3:1])[CH:4]=3)[N:14]=2)[NH:19][CH:20]=1)=[O:23]. Reported procedure: 2-(3,4,5-Trimethoxy-phenyl)-5H-pyrrolo[2,3-b]pyrazine-7-carboxylic acid (2-hydroxy-propyl)-amide was prepared starting from 2-(3,4,5-trimethoxy-phenyl)-5H-pyrrolo[2,3-b]pyrazine-7-carboxylic acid and 1-amino-propan-2-ol following the general procedures described in these Examples but with DMF as solvent. MP 201.9-202.6° C., M+H 387. Reactants: CO, Cl, O=C(NOC1CCCCO1)c1ccc2c(c1)CN(C(=O)C1CCOC1)CC2. The product is O=C(NO)c1ccc2c(c1)CN(C(=O)C1CCOC1)CC2. RXN SMILES: [CH3:28][OH:29].[ClH:30].[O:1]1[CH2:2][CH:3]([C:6](=[O:7])[N:8]2[CH2:9][c:10]3[cH:11][c:12]([C:18](=[O:19])[NH:20][O:21][CH:22]4[CH2:23][CH2:24][CH2:25][CH2:26][O:27]4)[cH:13][cH:14][c:15]3[CH2:16][CH2:17]2)[CH2:4][CH2:5]1>>[O:1]1[CH2:2][CH:3]([C:6](=[O:7])[N:8]2[CH2:9][c:10]3[cH:11][c:12]([C:18](=[O:19])[NH:20][OH:21])[cH:13][cH:14][c:15]3[CH2:16][CH2:17]2)[CH2:4][CH2:5]1. Reactants: CC#N (CH3CN), C(=O)(O)[O-].[Na+] (NaHCO3), C(=O)(C(F)(F)F)O (TFA), O=C1N(C=CC(=C1)C1=NC(=NC=C1)NC1CCOCC1)CC1=CC=C2C=CN(C2=C1)C(=O)OC(C)(C)C (tert-butyl 6-((2-oxo-4-(2-((tetrahydro-2H-pyran-4-yl)amino)pyrimidin-4-yl)pyridin-1(2H)-yl)methyl)-1H-indole-1-carboxylate), O=C1N(C=CC(=C1)C1=NC(=NC=C1)NC1CCOCC1)CC1=CC=C2C=CN(C2=C1)C(=O)OC(C)(C)C (tert-butyl 6-((2-oxo-4-(2-((tetrahydro-2H-pyran-4-yl)amino)pyrimidin-4-yl)pyridin-1(2H)-yl)methyl)-1H-indole-1-carboxylate). Run in ClCCl (dichloromethane). Run at time 2 hour. Product: O1CCC(CC1)NC1=NC=CC(=N1)C1=CC(NC=C1)=O (4-(2-(tetrahydro-2H-pyran-4-ylamino)pyrimidin-4-yl)pyridin-2(1H)-one). The yield is 28.9%. RXN SMILES: C(O)(C(F)(F)F)=O.[O:8]=[C:9]1[CH:14]=[C:13]([C:15]2[CH:20]=[CH:19][N:18]=[C:17]([NH:21][CH:22]3[CH2:27][CH2:26][O:25][CH2:24][CH2:23]3)[N:16]=2)[CH:12]=[CH:11][N:10]1CC1C=C2C(C=CN2C(OC(C)(C)C)=O)=CC=1.C([O-])(O)=O.[Na+].CC#N>ClCCl>[O:25]1[CH2:26][CH2:27][CH:22]([NH:21][C:17]2[N:16]=[C:15]([C:13]3[CH:12]=[CH:11][NH:10][C:9](=[O:8])[CH:14]=3)[CH:20]=[CH:19][N:18]=2)[CH2:23][CH2:24]1 |f:2.3|. Procedure details: TFA (2 mL) was added to a solution of tert-butyl 6-((2-oxo-4-(2-((tetrahydro-2H-pyran-4-yl)amino)pyrimidin-4-yl)pyridin-1(2H)-yl)methyl)-1H-indole-1-carboxylate (70 mg, 0.14 mmol) in dichloromethane (3 mL) at 20° C. The mixture was stirred at room temperature for 2 hours. LC-MS showed the tert-butyl 6-((2-oxo-4-(2-((tetrahydro-2H-pyran-4-yl)amino)pyrimidin-4-yl)pyridin-1(2H)-yl)methyl)-1H-indole-1-carboxylate had disappeared. The reaction mixture was adjusted with a saturated NaHCO3 solution to ... Reactants: solution, C[Mg]I (methyl magnesium iodide), CCOCC (ether), [Cl-].[NH4+] (ammonium chloride), CON(C(C1=C(C=CC(=C1)C1OCCO1)OC)=O)C (N-Methoxy-N-methyl-5-(1,3-dioxolan-2-yl)-2-methoxybenzamide). Solvent: O1CCCC1 (tetrahydrofuran). The product is O1C(OCC1)C=1C=CC(=C(C1)C(C)=O)OC (5′-(1,3-Dioxolan-2-yl)-2′-methoxyacetophenone). The yield is 79.0%. Reaction SMILES: CON(C)[C:4](=[O:18])[C:5]1[CH:10]=[C:9]([CH:11]2[O:15][CH2:14][CH2:13][O:12]2)[CH:8]=[CH:7][C:6]=1[O:16][CH3:17].[CH3:20][Mg]I.CCOCC.[Cl-].[NH4+]>O1CCCC1>[O:15]1[CH2:14][CH2:13][O:12][CH:11]1[C:9]1[CH:8]=[CH:7][C:6]([O:16][CH3:17])=[C:5]([C:4](=[O:18])[CH3:20])[CH:10]=1 |f:3.4|. Procedure details: N-Methoxy-N-methyl-5-(1,3-dioxolan-2-yl)-2-methoxybenzamide (6.60 g, 24.7 mmol) and dehydrated tetrahydrofuran (200 mL) were mixed, and under an atmosphere of argon, the mixture was cooled using dry ice-acetone bath, and 3.0 mol/L solution of methyl magnesium iodide in ether (24.7 mL, 74.1 mmol) was added dropwise slowly under stirring. After completion of the dropwise addition, the mixture was stirred for 1.5 hours under cooling with ice. A saturated aqueous solution of ammonium chloride (200 m...